From a dataset of the Open Reaction Database (ORD), a public repository of structured organic reaction records. describe an organic reaction: reactants, conditions, products, and yield The reactants are CC(C)(C)OC(=O)NC1CCN(c2ccc(N3CCc4cc(-c5ccc(Cl)cc5)sc4C3=O)cn2)C1, [H-], CI, [Na+], CN(C)C=O. The product is CNC1CCN(c2ccc(N3CCc4cc(-c5ccc(Cl)cc5)sc4C3=O)cn2)C1. RXN SMILES: [C:1]([O:2][C:6](=[O:3])[NH:7][CH:8]1[CH2:9][N:10]([c:13]2[n:14][cH:15][c:16]([N:19]3[C:20](=[O:35])[c:21]4[c:22]([cH:25][c:26](-[c:28]5[cH:29][cH:30][c:31]([Cl:34])[cH:32][cH:33]5)[s:27]4)[CH2:23][CH2:24]3)[cH:17][cH:18]2)[CH2:11][CH2:12]1)([CH3:4])([CH3:5])[CH3:36].[H-:38].[I:39][CH3:40].[Na+:37].[O:41]=[CH:42][N:43]([CH3:44])[CH3:45]>>[CH3:6][NH:7][CH:8]1[CH2:9][N:10]([c:13]2[n:14][cH:15][c:16]([N:19]3[C:20](=[O:35])[c:21]4[c:22]([cH:25][c:26](-[c:28]5[cH:29][cH:30][c:31]([Cl:34])[cH:32][cH:33]5)[s:27]4)[CH2:23][CH2:24]3)[cH:17][cH:18]2)[CH2:11][CH2:12]1. The reactants are Cl (hydrochloric acid), [H-].[Al+3].[Li+].[H-].[H-].[H-] (Lithium aluminum hydride), COC(CCC1=CC(=CC=C1)O)=O (3-(3-hydroxyphenyl)propionic acid methyl ester), O.O.O.O.O.O.O.O.O.O.S(=O)(=O)([O-])[O-].[Na+].[Na+] (sodium sulfate decahydrate). Solvent: O (water), O1CCCC1 (tetrahydrofuran), O1CCCC1 (tetrahydrofuran). Conditions: time 6 hour. Product: OCCCC=1C=C(C=CC1)O (3-(3-hydroxypropyl)phenol). Isolated yield 87.9%. Reaction SMILES: [H-].[Al+3].[Li+].[H-].[H-].[H-].C[O:8][C:9](=O)[CH2:10][CH2:11][C:12]1[CH:17]=[CH:16][CH:15]=[C:14]([OH:18])[CH:13]=1.O.O.O.O.O.O.O.O.O.O.S([O-])([O-])(=O)=O.[Na+].[Na+].Cl>O1CCCC1.O>[OH:8][CH2:9][CH2:10][CH2:11][C:12]1[CH:13]=[C:14]([OH:18])[CH:15]=[CH:16][CH:17]=1 |f:0.1.2.3.4.5,7.8.9.10.11.12.13.14.15.16.17.18.19|. Procedure details: 1.0M Lithium aluminum hydride in tetrahydrofuran (35.07 mL, 35.07 mmol) was added to a solution of 3-(3-hydroxyphenyl)propionic acid methyl ester (3.16 g, 17.5 mmol) in tetrahydrofuran (30 mL) at 0-5° C. under an argon atmosphere. The mixture was stirred at room temperature for 6 hours, and sodium sulfate decahydrate (15 g) was added to the mixture, followed by cooling to 0-5° C., and a dropwise addition of water (about 10 mL) and concentrated hydrochloric acid to pH 2-3. The mixture was extract... Reactants: Br.NC=1N=C(SC1)Br (4-Amino-2-bromo-thiazole hydrobromide), C(C)(=O)[O-].[Na+] (sodium acetate), ClC(C(=O)Cl)(Cl)Cl (trichloroacetyl chloride), N1=CC=CC=C1 (pyridine). Run in C(Cl)Cl (methylene chloride). Yields the product BrC=1SC=C(N1)NC(C(Cl)(Cl)Cl)=O (2-Bromo-4-trichloroacetamidothiazole). Yield: 53.9%. Reaction SMILES: Br.[NH2:2][C:3]1[N:4]=[C:5]([Br:8])[S:6][CH:7]=1.[Cl:9][C:10]([Cl:15])([Cl:14])[C:11](Cl)=[O:12].N1C=CC=CC=1.C([O-])(=O)C.[Na+]>C(Cl)Cl>[Br:8][C:5]1[S:6][CH:7]=[C:3]([NH:2][C:11](=[O:12])[C:10]([Cl:15])([Cl:14])[Cl:9])[N:4]=1 |f:0.1,4.5|. Procedure: 4-Amino-2-bromo-thiazole hydrobromide (15.6 g) and trichloroacetyl chloride (14.3 g) were suspended in methylene chloride (100 ml) with stirring and treated dropwise with pyridine (16 ml) over 15 minutes maintaining reaction temperature at 0° C. with an ice bath. After completing the addition, the reaction mixture was stirred at room temperature for 3 hours, then poured onto 20% aqueous sodium acetate (250 ml) and stirred for 30 minutes. The mixture was separated and the organic layer washed wit... The reactants are Br, CC(=O)O, CCOCC, CCS(=O)(=O)CC1CC(N(C)C(C)C)CCC1N1CCC(NC(=O)OCc2ccccc2)C1=O. Product: CCS(=O)(=O)CC1CC(N(C)C(C)C)CCC1N1CCC(N)C1=O. As a reaction SMILES: [BrH:35].[C:36]([OH:37])(=[O:38])[CH3:39].[CH3:40][CH2:41][O:42][CH2:43][CH3:44].[CH:1]([CH3:2])([CH3:3])[N:4]([CH:5]1[CH2:6][CH:7]([CH2:28][S:29](=[O:30])(=[O:31])[CH2:32][CH3:33])[CH:8]([N:11]2[C:12](=[O:27])[CH:13]([NH:16][C:17](=[O:18])[O:19][CH2:20][c:21]3[cH:22][cH:23][cH:24][cH:25][cH:26]3)[CH2:14][CH2:15]2)[CH2:9][CH2:10]1)[CH3:34]>>[CH:1]([CH3:2])([CH3:3])[N:4]([CH:5]1[CH2:6][CH:7]([CH2:28][S:29](=[O:30])(=[O:31])[CH2:32][CH3:33])[CH:8]([N:11]2[C:12](=[O:27])[CH:13]([NH2:16])[CH2:14][CH2:15]2)[CH2:9][CH2:10]1)[CH3:34]. Starting materials: [N+](=O)([O-])C=1C=C(C(=O)Cl)C=CC1[N+](=O)[O-] (3,4-Dinitro-benzoyl chloride), NC1=NC=C(C=C1)C#N (2-amino-5-cyanopyridine), N1=CC=CC=C1 (pyridine). Run in C1(=CC=CC=C1)C (toluene). Conditions: time 8 hour. Product: C(#N)C=1C=CC(=NC1)NC(C1=CC(=C(C=C1)[N+](=O)[O-])[N+](=O)[O-])=O (N-(5-Cyano-pyridin-2-yl)-3,4-dinitro-benzamide). Reaction SMILES: [N+:1]([C:4]1[CH:5]=[C:6]([CH:10]=[CH:11][C:12]=1[N+:13]([O-:15])=[O:14])[C:7](Cl)=[O:8])([O-:3])=[O:2].[NH2:16][C:17]1[CH:22]=[CH:21][C:20]([C:23]#[N:24])=[CH:19][N:18]=1.N1C=CC=CC=1>C1(C)C=CC=CC=1>[C:23]([C:20]1[CH:21]=[CH:22][C:17]([NH:16][C:7](=[O:8])[C:6]2[CH:10]=[CH:11][C:12]([N+:13]([O-:15])=[O:14])=[C:4]([N+:1]([O-:3])=[O:2])[CH:5]=2)=[N:18][CH:19]=1)#[N:24]. Procedure details: 3,4-Dinitro-benzoyl chloride (0.69 g, 3.0 mmol) in 2 mL toluene was added to a stirred mixture of 2-amino-5-cyanopyridine (0.357 g, 3.0 mmol) and 5 mL pyridine. After stirring overnight at ambient temperature the mixture was concentrated i.vac. The residue was taken up in ethyl acetate and 5% NaHCO3 (aq). The organic layer was washed with water and brine, separated, dried and concentrated i.vac. The residue was purified by chromatography on silica gel (eluent gradient: dichloromethane/ethanol=10...